From a dataset of the Open Reaction Database (ORD), a public repository of structured organic reaction records. describe an organic reaction: reactants, conditions, products, and yield Reactants: NC=1C(=CC(=C(C1)C=1C(N(C2=CC(=NC=C2C1)NC)C)=O)Br)F (3-(5-amino-2-bromo-4-fluoro-phenyl)-1-methyl-7-methylamino-1H-[1,6]naphthyridin-2-one), C1(=CC=CC=C1)N=C=O (phenyl isocyanate), TEA. The solvent is C(Cl)Cl (DCM). Conditions: time 12 hour. Product: BrC1=CC(=C(C=C1C=1C(N(C2=CC(=NC=C2C1)NC)C)=O)NC(=O)NC1=CC=CC=C1)F (1-(4-bromo-2-fluoro-5-(1-methyl-7-(methylamino)-2-oxo-1,2-dihydro-1,6-naphthyridin-3-yl)phenyl)-3-phenylurea). Isolated yield 42.6%. As a reaction SMILES: [NH2:1][C:2]1[C:3]([F:23])=[CH:4][C:5]([Br:22])=[C:6]([C:8]2[C:9](=[O:21])[N:10]([CH3:20])[C:11]3[C:16]([CH:17]=2)=[CH:15][N:14]=[C:13]([NH:18][CH3:19])[CH:12]=3)[CH:7]=1.[C:24]1([N:30]=[C:31]=[O:32])[CH:29]=[CH:28][CH:27]=[CH:26][CH:25]=1>C(Cl)Cl>[Br:22][C:5]1[C:6]([C:8]2[C:9](=[O:21])[N:10]([CH3:20])[C:11]3[C:16]([CH:17]=2)=[CH:15][N:14]=[C:13]([NH:18][CH3:19])[CH:12]=3)=[CH:7][C:2]([NH:1][C:31]([NH:30][C:24]2[CH:29]=[CH:28][CH:27]=[CH:26][CH:25]=2)=[O:32])=[C:3]([F:23])[CH:4]=1. Reported procedure: A solution of 3-(5-amino-2-bromo-4-fluoro-phenyl)-1-methyl-7-methylamino-1H-[1,6]naphthyridin-2-one (420 mg, 1.16 mmol) in DCM (25 mL) was treated with phenyl isocyanate (0.19 g, 1.62 mmol) and TEA (0.326 g, 3.23 mmol) and stirred at RT for 12 h. The mixture was concentrated under reduced pressure and washed with MTBE (1×). The crude product was purified by prep-HPLC separation (MeCN/H2O with 0.1% TFA) to give 1-(4-bromo-2-fluoro-5-(1-methyl-7-(methylamino)-2-oxo-1,2-dihydro-1,6-naphthyridin-3-y...